This data is from the Open Reaction Database (ORD), a public repository of structured organic reaction records. The task is: describe an organic reaction: reactants, conditions, products, and yield Starting materials: N(=O)[O-].[Na+] (sodium nitrite), NC1=CC2=C(N=CS2)C=C1 (6-aminobenzothiazole), Br (HBr), N (ammonia). The reagents and catalysts are [Cu]Br (copper (I) bromide). The solvent is Cl (HCl), O (water). Conditions: time 30 minute. Product: BrC1=CC2=C(N=CS2)C=C1 (6-bromobenzothiazole). RXN SMILES: N([O-])=O.[Na+].N[C:6]1[CH:14]=[CH:13][C:9]2[N:10]=[CH:11][S:12][C:8]=2[CH:7]=1.N.[BrH:16]>O.Cl.[Cu]Br>[Br:16][C:6]1[CH:14]=[CH:13][C:9]2[N:10]=[CH:11][S:12][C:8]=2[CH:7]=1 |f:0.1|. Reported procedure: A solution of sodium nitrite (0.147 g, 2.1 mmol) in water (1.0 mL) was slowly added to a suspension of 6-aminobenzothiazole (0.30 g, 2.0 mmol) in HBr (48% in water, 3 mL) at 0° C. and then the mixture was stirred at room temperature for 30 min. The formed solution was then slowly added to a solution of copper (I) bromide (0.435 g, 3.0 mmol) in HCl (conc., 5 mL) at 0° C. After the addition, the mixture was stirred at 60° C. for 1.5 h. Cooled down, and the reaction mixture was basified with excess... The reagents and catalysts are O=[Mn]=O (MnO2). The reactants are CC(C)(C)CN(C([O-])=O)CCN1N=C(C(=C1)C1=C2C(=NC=C1)NC(=C2)C2=CC(=CC=C2)CO)C2=CC=C(C=C2)NC(=O)N(C)C (1,1-dimethylethyl[2-(3-(4-{[(dimethylamino)carbonyl]amino}phenyl)-4-{2-[3-(hydroxymethyl)phenyl]-1H-pyrrolo[2,3-b]pyridin-4-yl}-1H-pyrazol-1-yl)ethyl]methylcarbamate). Yield: 154.7%. As a reaction SMILES: CC([CH2:5][N:6]([CH2:10][CH2:11][N:12]1[CH:16]=[C:15]([C:17]2[CH:22]=[CH:21][N:20]=[C:19]3[NH:23][C:24]([C:26]4[CH:31]=[CH:30][CH:29]=[C:28]([CH2:32][OH:33])[CH:27]=4)=[CH:25][C:18]=23)[C:14]([C:34]2[CH:39]=[CH:38][C:37]([NH:40][C:41]([N:43]([CH3:45])[CH3:44])=[O:42])=[CH:36][CH:35]=2)=[N:13]1)[C:7](=[O:9])[O-:8])(C)C>C(Cl)(Cl)Cl.O=[Mn]=O>[CH3:44][N:43]([CH3:45])[C:41]([NH:40][C:37]1[CH:36]=[CH:35][C:34]([C:14]2[C:15]([C:17]3[CH:22]=[CH:21][N:20]=[C:19]4[NH:23][C:24]([C:26]5[CH:31]=[CH:30][CH:29]=[C:28]([CH:32]=[O:33])[CH:27]=5)=[CH:25][C:18]=34)=[CH:16][N:12]([CH2:11][CH2:10][N:6]([CH3:5])[C:7](=[O:9])[O:8][C:15]([CH3:17])([CH3:16])[CH3:14])[N:13]=2)=[CH:39][CH:38]=1)=[O:42]. Reported procedure: To a stirred solution of 1,1-dimethylethyl[2-(3-(4-{[(dimethylamino)carbonyl]amino}phenyl)-4-{2-[3-(hydroxymethyl)phenyl]-1H-pyrrolo[2,3-b]pyridin-4-yl}-1H-pyrazol-1-yl)ethyl]methylcarbamate (1.24 g, 2.0 mMol) in CHCl3 (100 mL) was added activated MnO2 (2.5 g, 28.7 mMol). The reaction was stirred and refluxed (70° C. oil bath) for 8 h, cooled to RT, filtered through a pad of Celite®, rinsed with CHCl3, and evaporated to dryness under vacuum. Purification by flash chromatography on silica gel (5 ... Solvent: C(Cl)(Cl)Cl (CHCl3). Reaction conditions: temperature 70 celsius. Yields the product CN(C(=O)NC1=CC=C(C=C1)C1=NN(C=C1C1=C2C(=NC=C1)NC(=C2)C2=CC(=CC=C2)C=O)CCN(C(OC(C)(C)C)=O)C)C (1,1-dimethylethyl (2-{3-(4-{[(dimethylamino)carbonyl]amino}phenyl)-4-[2-(3-formylphenyl)-1H-pyrrolo[2,3-b]pyridin-4-yl]-1H-pyrazol-1-yl}ethyl)methylcarbamate). Reactants: CC1=NC2=NC=CC=C2C=C1CCC#N (3-(2-methyl-1,8-naphthyridin-3-yl)propanenitrile), [H][H] (hydrogen). Reagents/catalysts: [Pd] (Pd/C). The solvent is C(C)O (ethanol). Yields the product CC1=NC=2NCCCC2C=C1CCC#N (3-(2-methyl-5,6,7,8-tetrahydro-1,8-naphthyridin-3-yl)propanenitrile). RXN SMILES: [CH3:1][C:2]1[C:11]([CH2:12][CH2:13][C:14]#[N:15])=[CH:10][C:9]2[C:4](=[N:5][CH:6]=[CH:7][CH:8]=2)[N:3]=1.[H][H]>[Pd].C(O)C>[CH3:1][C:2]1[C:11]([CH2:12][CH2:13][C:14]#[N:15])=[CH:10][C:9]2[CH2:8][CH2:7][CH2:6][NH:5][C:4]=2[N:3]=1. Procedure: A mixture of the product of STEP 1 (2 g), 10% Pd/C (250 mg) and ethanol (15 mL) was stirred under a balloon of hydrogen gas for 2 hr. Filtration and evaporation prodiuced the title product. 1H (CDCl3) δ 1.83 (2H, p); 2.24 (3H, s); 2.43 (2H, t); 2.62 (2H, t); 2.73 (2H, t); 3.31 (2H, m); 4.81 (1H, broad s); 6.88 (1H, s). Yields the product N1(C=NC=C1)C1=NC(=NC(=N1)N1C=NC=C1)N1CCOCC1 (2,4-Bis(1-imidazolyl)-6-morpholino-1,3,5-triazine). Reactants: C([O-])([O-])=O.[K+].[K+] (potassium carbonate), N1C=NC=C1 (imidazole), ClC1=NC(=NC(=N1)Cl)N1CCOCC1 (2,4-dichloro-6-morpholino-1,3,5-triazine). RXN SMILES: Cl[C:2]1[N:7]=[C:6](Cl)[N:5]=[C:4]([N:9]2[CH2:14][CH2:13][O:12][CH2:11][CH2:10]2)[N:3]=1.C(=O)([O-])[O-].[K+].[K+].[NH:21]1[CH:25]=[CH:24][N:23]=[CH:22]1>CN(C=O)C>[N:21]1([C:2]2[N:7]=[C:6]([N:21]3[CH:25]=[CH:24][N:23]=[CH:22]3)[N:5]=[C:4]([N:9]3[CH2:14][CH2:13][O:12][CH2:11][CH2:10]3)[N:3]=2)[CH:25]=[CH:24][N:23]=[CH:22]1 |f:1.2.3|. Run at time 17 hour. Reported procedure: The obtained 2,4-dichloro-6-morpholino-1,3,5-triazine (1.17 g, 4.98 mmol) was dissolved in DMF (30 ml), added with anhydrous potassium carbonate (2.91 g, 21.1 mmol) and imidazole (1.43 g, 21.0 mmol) and stirred at room temperature for 17 hours. The reaction mixture was evaporated under reduced pressure. The residue was added with ethyl acetate and water, and then shaken for mixing. The organic layer was separated from the mixture, washed with water and dried over anhydrous magnesium sulfate. The... Run in CN(C)C=O (DMF). The yield is 32.5%. The reactants are CO, COC(=O)c1cc(Br)ccc1NC(=O)COCC(=O)N1CCN(C(c2ccccc2)c2ccccc2)CC1, [Na+], [Na+], O=C([O-])[O-], Cc1ccccc1, OB(O)c1cccnc1. The product is COC(=O)c1cc(-c2cccnc2)ccc1NC(=O)COCC(=O)N1CCN(C(c2ccccc2)c2ccccc2)CC1. As a reaction SMILES: [CH3:54][OH:55].[CH:1]([c:2]1[cH:3][cH:4][cH:5][cH:6][cH:7]1)([c:8]1[cH:9][cH:10][cH:11][cH:12][cH:13]1)[N:14]1[CH2:15][CH2:16][N:17]([C:20]([CH2:21][O:22][CH2:23][C:24](=[O:25])[NH:26][c:27]2[c:28]([C:29](=[O:30])[O:31][CH3:32])[cH:33][c:34]([Br:37])[cH:35][cH:36]2)=[O:38])[CH2:18][CH2:19]1.[Na+:48].[Na+:49].[O-:50][C:51](=[O:52])[O-:53].[c:56]1([CH3:57])[cH:58][cH:59][cH:60][cH:61][cH:62]1.[n:39]1[cH:40][c:41]([B:45]([OH:46])[OH:47])[cH:42][cH:43][cH:44]1>>[CH:1]([c:2]1[cH:3][cH:4][cH:5][cH:6][cH:7]1)([c:8]1[cH:9][cH:10][cH:11][cH:12][cH:13]1)[N:14]1[CH2:15][CH2:16][N:17]([C:20]([CH2:21][O:22][CH2:23][C:24](=[O:25])[NH:26][c:27]2[c:28]([C:29](=[O:30])[O:31][CH3:32])[cH:33][c:34](-[c:41]3[cH:40][n:39][cH:44][cH:43][cH:42]3)[cH:35][cH:36]2)=[O:38])[CH2:18][CH2:19]1. The reactants are COC(=O)CCc1oc(=O)[nH]c1-c1ccc(Cl)cc1, O=P(Cl)(Cl)Cl, c1ccncc1. Yields the product COC(=O)CCc1oc(Cl)nc1-c1ccc(Cl)cc1. As a reaction SMILES: [Cl:1][c:2]1[cH:3][cH:4][c:5](-[c:8]2[nH:9][c:10](=[O:19])[o:11][c:12]2[CH2:13][CH2:14][C:15](=[O:16])[O:17][CH3:18])[cH:6][cH:7]1.[P:20]([Cl:21])([Cl:22])([Cl:23])=[O:24].[cH:25]1[cH:26][cH:27][n:28][cH:29][cH:30]1>>[Cl:1][c:2]1[cH:3][cH:4][c:5](-[c:8]2[n:9][c:10]([Cl:22])[o:11][c:12]2[CH2:13][CH2:14][C:15](=[O:16])[O:17][CH3:18])[cH:6][cH:7]1. The reactants are Cl.N[C@@H](CCCN)C(=O)O (Ornithine hydrochloride), [OH-].[Na+] (sodium hydroxide). The solvent is O (water). Run at time 8 hour. The product is N[C@@H](CCCN)C(=O)O (ornithine). The yield is 69.6%. RXN SMILES: Cl.[NH2:2][C@H:3]([C:8]([OH:10])=[O:9])[CH2:4][CH2:5][CH2:6][NH2:7].[OH-].[Na+]>O>[NH2:2][C@H:3]([C:8]([OH:10])=[O:9])[CH2:4][CH2:5][CH2:6][NH2:7] |f:0.1,2.3|. Reported procedure: Ornithine hydrochloride (16.8 g, 0.1 mole) was dissolved in water (20 mL), to which was added sodium hydroxide (4 g, 0.1 mole) . After completely evaporating the water using a freeze drier, methanol (100 mL) was added, and the suspension was stirred at room temperature overnight, then filtered. The clear methanol filtrate was concentrated slowly under vacuumto about 10 mL to a white slurry and solid. The white solid was collected and air dried to give ornithine (9.2 g, 70%). Starting materials: [Cl-], Cl, Cc1ccc2c([N+](=O)[O-])c(Cl)ccc2n1, [Na+], [OH-]. Product: Cc1ccc2c(N)c(Cl)ccc2n1. RXN SMILES: [Cl-:1].[ClH:19].[N+:2]([O-:3])(=[O:4])[c:5]1[c:6]2[cH:7][cH:8][c:9]([CH3:16])[n:10][c:11]2[cH:12][cH:13][c:14]1[Cl:15].[Na+:18].[OH-:17]>>[NH2:2][c:5]1[c:6]2[cH:7][cH:8][c:9]([CH3:16])[n:10][c:11]2[cH:12][cH:13][c:14]1[Cl:15].